From a dataset of the Open Reaction Database (ORD), a public repository of structured organic reaction records. describe an organic reaction: reactants, conditions, products, and yield Reactants: BrCc1ccccc1, O=C([O-])[O-], O=C1COc2ncc(Br)cc2N1Cc1ccccc1, [Cs+], [Cs+], CN(C)C=O. Yields the product O=C1COc2ncc(Br)cc2N1. Reaction SMILES: [Br:26][CH2:27][c:28]1[cH:29][cH:30][cH:31][cH:32][cH:33]1.[C:20](=[O:21])([O-:22])[O-:23].[CH2:1]([c:2]1[cH:3][cH:4][cH:5][cH:6][cH:7]1)[N:8]1[c:9]2[c:10]([n:15][cH:16][c:17]([Br:19])[cH:18]2)[O:11][CH2:12][C:13]1=[O:14].[Cs+:24].[Cs+:25].[O:34]=[CH:35][N:36]([CH3:37])[CH3:38]>>[NH:8]1[c:9]2[c:10]([n:15][cH:16][c:17]([Br:19])[cH:18]2)[O:11][CH2:12][C:13]1=[O:14]. Reactants: C(C)(C)(C)OC(NC1(CCC1)C1=CC=C(C=C1)C1=NC(=C(C=C1C1=CC=CC=C1)[N+](=O)[O-])C[N+](=O)[O-])=O (tert-butyl(1-(4-(5-nitro-6-(nitromethyl)-3-phenylpyridin-2-yl)phenyl)cyclobutyl)carbamate). The reagents and catalysts are [Ni] (Raney Nickel). The solvent is CCO (EtOH). Reaction conditions: time 8 hour. Product: C(C)(C)(C)OC(NC1(CCC1)C1=CC=C(C=C1)C1=NC(=C(C=C1C1=CC=CC=C1)N)CN)=O (tert-butyl(1-(4-(5-amino-6-(aminomethyl)-3-phenylpyridin-2-yl)phenyl)cyclobutyl)carbamate). RXN SMILES: [C:1]([O:5][C:6](=[O:37])[NH:7][C:8]1([C:12]2[CH:17]=[CH:16][C:15]([C:18]3[C:23]([C:24]4[CH:29]=[CH:28][CH:27]=[CH:26][CH:25]=4)=[CH:22][C:21]([N+:30]([O-])=O)=[C:20]([CH2:33][N+:34]([O-])=O)[N:19]=3)=[CH:14][CH:13]=2)[CH2:11][CH2:10][CH2:9]1)([CH3:4])([CH3:3])[CH3:2]>CCO.[Ni]>[C:1]([O:5][C:6](=[O:37])[NH:7][C:8]1([C:12]2[CH:13]=[CH:14][C:15]([C:18]3[C:23]([C:24]4[CH:25]=[CH:26][CH:27]=[CH:28][CH:29]=4)=[CH:22][C:21]([NH2:30])=[C:20]([CH2:33][NH2:34])[N:19]=3)=[CH:16][CH:17]=2)[CH2:9][CH2:10][CH2:11]1)([CH3:4])([CH3:2])[CH3:3]. Procedure details: To a solution of tert-butyl(1-(4-(5-nitro-6-(nitromethyl)-3-phenylpyridin-2-yl)phenyl)cyclobutyl)carbamate (74 mg, 0.15 mmol) in EtOH (50 mL) was added Raney Nickel (17 mg, 0.15 mmol). The resulting mixture was purged with nitrogen and with H2 and then stirred under H2 (1.5 bars) overnight at room temperature. The black mixture was filtered through celite, rinsed few times with EtOH (making sure that the cake remained wet at all times), dried over Na2SO4 and concentrated to dryness under reduced... The reactants are O=C1NC2=C(SC1)C=CC(=N2)C(=O)OC (Methyl 3-oxo-3,4-dihydro-2H-pyrido[3,2-b][1,4]thiazine-6-carboxylate), O (water), [OH-].[Na+] (NaOH). Solvent: O1CCOCC1 (dioxan). Conditions: time 8 hour. The product is O=C1NC2=C(SC1)C=CC(=N2)C(=O)O (3-Oxo-3,4-dihydro-2H-pyrido[3,2-b][1,4]thiazine-6-carboxylic acid). The yield is 86.1%. Reaction SMILES: [O:1]=[C:2]1[CH2:7][S:6][C:5]2[CH:8]=[CH:9][C:10]([C:12]([O:14]C)=[O:13])=[N:11][C:4]=2[NH:3]1.O.[OH-].[Na+]>O1CCOCC1>[O:1]=[C:2]1[CH2:7][S:6][C:5]2[CH:8]=[CH:9][C:10]([C:12]([OH:14])=[O:13])=[N:11][C:4]=2[NH:3]1 |f:2.3|. Reported procedure: A solution of Methyl 3-oxo-3,4-dihydro-2H-pyrido[3,2-b][1,4]thiazine-6-carboxylate (788 mg) in dioxan (120 ml)/water (30 mL) was treated dropwise over 2 hours with 0.5M NaOH solution (8 mL) and stirred overnight. After evaporation to approx. 3 ml, water (5 mL) was added and 2M HCl to pH4. The precipitated solid was filtered off, washed with a small volume of water and dried under vacuum to give a solid (636 mg); MS (APCl−) m/z 209 ([M−H]−, 5%), 165([M-COOH]−, 100%). The reactants are [H-].[Na+] (sodium hydride), NC1=NC=CC=C1OC1=CC=C2C=CC(=CC2=C1)O (7-[(2-aminopyridin-3-yl)oxy]naphthalen-2-ol), CC1=CC=C(C=C1)S(=O)(=O)OCC(F)(F)F (2,2,2-trifluoroethyl 4-methylbenzenesulfonate), [Cl-].[NH4+] (ammonium chloride). Solvent: C1CCOC1 (THF), C1CCOC1 (THF), CS(=O)C (DMSO). Reaction conditions: temperature 120 celsius, time 1 hour. Product: FC(COC1=CC=C2C=CC(=CC2=C1)OC=1C(=NC=CC1)N)(F)F (3-{[7-(2,2,2-trifluoroethoxy)naphthalen-2-yl]oxy}pyridin-2-amine). The yield is 16.9%. RXN SMILES: [H-].[Na+].[NH2:3][C:4]1[C:9]([O:10][C:11]2[CH:20]=[C:19]3[C:14]([CH:15]=[CH:16][C:17]([OH:21])=[CH:18]3)=[CH:13][CH:12]=2)=[CH:8][CH:7]=[CH:6][N:5]=1.CC1C=CC(S(O[CH2:33][C:34]([F:37])([F:36])[F:35])(=O)=O)=CC=1.[Cl-].[NH4+]>CS(C)=O.C1COCC1>[F:35][C:34]([F:37])([F:36])[CH2:33][O:21][C:17]1[CH:18]=[C:19]2[C:14]([CH:13]=[CH:12][C:11]([O:10][C:9]3[C:4]([NH2:3])=[N:5][CH:6]=[CH:7][CH:8]=3)=[CH:20]2)=[CH:15][CH:16]=1 |f:0.1,4.5|. Procedure details: To a mixture of sodium hydride (60%, 116 mg), 7-[(2-aminopyridin-3-yl)oxy]naphthalen-2-ol (477 mg) and dehydrated THF (10 mL) was added a mixture of 2,2,2-trifluoroethyl 4-methylbenzenesulfonate (370 mg) and dehydrated THF (5 mL) at room temperature. The reaction mixture was stirred at 70° C. over the weekend, DMSO (10.00 mL) was added and the mixture was stirred at 120° C. for 1 hr. The reaction mixture was added to a saturated aqueous ammonium chloride solution, and the mixture was extracted w... Reactants: ClC1=CC(=C(N)C=C1)OC1=C(C=C(C=C1)[N+](=O)[O-])Cl (4-Chloro-2-(2-chloro-4-nitrophenoxy)aniline), BrCC(=O)OCC (ethyl bromoacetate), C(C)(=O)[O-].[Na+] (sodium acetate), BrCC(=O)OCC (Ethyl bromoacetate), C(C)(=O)[O-].[Na+] (sodium acetate). The solvent is C(C)O (ethanol). The product is ClC1=CC(=C(C=C1)NCC(=O)OCC)OC1=C(C=C(C=C1)[N+](=O)[O-])Cl (Ethyl N-[4-chloro-2-(2-chloro-4-nitrophenoxy)phenyl]glycinate). As a reaction SMILES: [Cl:1][C:2]1[CH:8]=[CH:7][C:5]([NH2:6])=[C:4]([O:9][C:10]2[CH:15]=[CH:14][C:13]([N+:16]([O-:18])=[O:17])=[CH:12][C:11]=2[Cl:19])[CH:3]=1.Br[CH2:21][C:22]([O:24][CH2:25][CH3:26])=[O:23].C([O-])(=O)C.[Na+]>C(O)C>[Cl:1][C:2]1[CH:8]=[CH:7][C:5]([NH:6][CH2:21][C:22]([O:24][CH2:25][CH3:26])=[O:23])=[C:4]([O:9][C:10]2[CH:15]=[CH:14][C:13]([N+:16]([O-:18])=[O:17])=[CH:12][C:11]=2[Cl:19])[CH:3]=1 |f:2.3|. Reported procedure: A mixture of the product from step (i) (0.3 g), ethyl bromoacetate (0.22 ml) and sodium acetate (0.164 g) in dry ethanol (5 ml) was heated under reflux 7 h. Ethyl bromoacetate (0.5 ml) and sodium acetate (0.34 g) were added and heated for a further 16 h. The solvent was evaporated under reduced pressure and the residue purified by chromatography on silica eluting with 5-7% ethylacetate/isohexane, yield 0.212 g. Starting materials: C(C1=CC=CC=C1)OC(N[C@@H](C)C(NC1=C(C=C(C=C1)[N+](=O)[O-])C(C1=C(C=CC=C1)Cl)=O)=O)=O ((S)-benzyl-[1-[[2-(o-chlorobenzoyl)-4-nitrophenyl]carbamoyl]ethyl]carbamate). The solvent is solution, Br (hydrogen bromide), C(C)(=O)O (acetic acid). Run at time 30 minute. The product is ClC1=C(C=CC=C1)C1=N[C@H](C(NC2=C1C=C(C=C2)[N+](=O)[O-])=O)C ((S)-5-(o-chlorophenyl)-1,3-dihydro-3-methyl-7-nitro-2H-1,4-benzodiazepin-2-one). Reaction SMILES: C(OC(=O)[NH:10][C@H:11]([C:13](=[O:33])[NH:14][C:15]1[CH:20]=[CH:19][C:18]([N+:21]([O-:23])=[O:22])=[CH:17][C:16]=1[C:24](=O)[C:25]1[CH:30]=[CH:29][CH:28]=[CH:27][C:26]=1[Cl:31])[CH3:12])C1C=CC=CC=1>Br.C(O)(=O)C>[Cl:31][C:26]1[CH:27]=[CH:28][CH:29]=[CH:30][C:25]=1[C:24]1[C:16]2[CH:17]=[C:18]([N+:21]([O-:23])=[O:22])[CH:19]=[CH:20][C:15]=2[NH:14][C:13](=[O:33])[C@H:11]([CH3:12])[N:10]=1. Procedure details: 130 g (0.27 mol) of (S)-benzyl-[1-[[2-(o-chlorobenzoyl)-4-nitrophenyl]carbamoyl]ethyl]carbamate are dissolved in 350 ml of a 30 to 33 percent solution of hydrogen bromide in glacial acetic acid, the solution is stirred at room temperature for 30 minutes, evaporated, treated with water and extracted three times with ether. The aqueous solution is cooled in ice, neutralized with solid sodium bicarbonate and extracted with methylene chloride. The organic phase is dried over sodium sulphate and evap... The reactants are intermediate 27, C(C1=CC=CC=C1)OC1=C(N=C2C(OCCN2C1=O)(C)C)C(=O)O (3-(benzyloxy)-9,9-dimethyl-4-oxo-4,6,7,9-tetrahydropyrimido-[2,1-c][1,4]oxazine-2-carboxylic acid), NCC1=C(C=C(C=C1)F)N1C(CC[C@H]1CO[Si](C)(C)C(C)(C)C)=O ((S)-1-(2-(aminomethyl)-5-fluorophenyl)-5-((tert-butyldimethylsilyloxy)methyl)pyrrolidin-2-one). Yields the product [Si](C)(C)(C(C)(C)C)OC[C@H]1N(C(CC1)=O)C1=C(CNC(=O)C=2N=C3C(OCCN3C(C2OCC2=CC=CC=C2)=O)(C)C)C=CC(=C1)F ((S)—N-(2-(2-((tert-Butyldimethylsilyloxy)methyl)-5-oxopyrrolidin-1-yl)-4-fluorobenzyl)-3-(benzyloxy)-9,9-dimethyl-4-oxo-4,6,7,9-tetrahydropyrimido[2,1-c][1,4]oxazine-2-carboxamide). As a reaction SMILES: [CH2:1]([O:8][C:9]1[C:18](=[O:19])[N:17]2[C:12]([C:13]([CH3:21])([CH3:20])[O:14][CH2:15][CH2:16]2)=[N:11][C:10]=1[C:22](O)=[O:23])[C:2]1[CH:7]=[CH:6][CH:5]=[CH:4][CH:3]=1.[NH2:25][CH2:26][C:27]1[CH:32]=[CH:31][C:30]([F:33])=[CH:29][C:28]=1[N:34]1[C@H:38]([CH2:39][O:40][Si:41]([C:44]([CH3:47])([CH3:46])[CH3:45])([CH3:43])[CH3:42])[CH2:37][CH2:36][C:35]1=[O:48]>>[Si:41]([O:40][CH2:39][C@@H:38]1[CH2:37][CH2:36][C:35](=[O:48])[N:34]1[C:28]1[CH:29]=[C:30]([F:33])[CH:31]=[CH:32][C:27]=1[CH2:26][NH:25][C:22]([C:10]1[N:11]=[C:12]2[N:17]([C:18](=[O:19])[C:9]=1[O:8][CH2:1][C:2]1[CH:3]=[CH:4][CH:5]=[CH:6][CH:7]=1)[CH2:16][CH2:15][O:14][C:13]2([CH3:20])[CH3:21])=[O:23])([C:44]([CH3:47])([CH3:46])[CH3:45])([CH3:43])[CH3:42]. Reported procedure: The title compound can be prepared from intermediate 27, 3-(benzyloxy)-9,9-dimethyl-4-oxo-4,6,7,9-tetrahydropyrimido-[2,1-c][1,4]oxazine-2-carboxylic acid and (S)-1-(2-(aminomethyl)-5-fluorophenyl)-5-((tert-butyldimethylsilyloxy)methyl)pyrrolidin-2-one, derived from reduction of intermediate 121, (R)-2-(2-((tert-butyldimethylsilyloxy)methyl)-5-oxopyrrolidin-1-yl)-4-fluorobenzonitrile. 1HNMR 400 MHz (DMSO) δ ppm: 8.82 (1H, broad s), 7.52–7.33 (7H, m), 7.02 (1H, broad s), 5.60 (2H, s), 4.60–4.20 (... The reactants are C1COCCO1, Cc1cc(OC(C)C)c(Nc2ncc(Cl)c(Nc3ccccc3S(=O)(=O)C(C)C)n2)cc1C1(C)OCCO1, Cl. The product is CC(=O)c1cc(Nc2ncc(Cl)c(Nc3ccccc3S(=O)(=O)C(C)C)n2)c(OC(C)C)cc1C. Reaction SMILES: [CH2:40]1[O:41][CH2:42][CH2:43][O:44][CH2:45]1.[Cl:1][c:2]1[c:3]([NH:26][c:27]2[c:28]([S:33](=[O:34])(=[O:35])[CH:36]([CH3:37])[CH3:38])[cH:29][cH:30][cH:31][cH:32]2)[n:4][c:5]([NH:8][c:9]2[c:10]([O:22][CH:23]([CH3:24])[CH3:25])[cH:11][c:12]([CH3:21])[c:13]([C:15]3([CH3:20])[O:16][CH2:19][CH2:18][O:17]3)[cH:14]2)[n:6][cH:7]1.[ClH:39]>>[Cl:1][c:2]1[c:3]([NH:26][c:27]2[c:28]([S:33](=[O:34])(=[O:35])[CH:36]([CH3:37])[CH3:38])[cH:29][cH:30][cH:31][cH:32]2)[n:4][c:5]([NH:8][c:9]2[c:10]([O:22][CH:23]([CH3:24])[CH3:25])[cH:11][c:12]([CH3:21])[c:13]([C:15](=[O:16])[CH3:20])[cH:14]2)[n:6][cH:7]1.